From a dataset of the Open Reaction Database (ORD), a public repository of structured organic reaction records. describe an organic reaction: reactants, conditions, products, and yield Reactants: N[C@H]1[C@](CCC1)(C(=O)OC)F (methyl (1R,2R)-2-amino-1-fluorocyclopentanecarboxylate), C(C1=CC=CC=C1)OC1=CC=C(C=C1)S(=O)(=O)Cl (4-benzyloxy-benzenesulfonyl chloride), C([O-])(O)=O.[Na+] (sodium bicarbonate). Solvent: C(Cl)Cl (CH2Cl2), C(C)(=O)OCC (ethyl acetate). Run at time 8 hour. Product: C(C1=CC=CC=C1)OC1=CC=C(C=C1)S(=O)(=O)N[C@H]1[C@](CCC1)(C(=O)OC)F (methyl (1R,2R)-2-({[4-(benzyloxy)phenyl]sulfonyl}amino)-1-fluorocyclopentanecarboxylate), solid. Yield: 60.0%. RXN SMILES: [NH2:1][C@@H:2]1[CH2:6][CH2:5][CH2:4][C@:3]1([F:11])[C:7]([O:9][CH3:10])=[O:8].[CH2:12]([O:19][C:20]1[CH:25]=[CH:24][C:23]([S:26](Cl)(=[O:28])=[O:27])=[CH:22][CH:21]=1)[C:13]1[CH:18]=[CH:17][CH:16]=[CH:15][CH:14]=1.C(=O)(O)[O-].[Na+]>C(Cl)Cl.C(OCC)(=O)C>[CH2:12]([O:19][C:20]1[CH:25]=[CH:24][C:23]([S:26]([NH:1][C@@H:2]2[CH2:6][CH2:5][CH2:4][C@:3]2([F:11])[C:7]([O:9][CH3:10])=[O:8])(=[O:28])=[O:27])=[CH:22][CH:21]=1)[C:13]1[CH:14]=[CH:15][CH:16]=[CH:17][CH:18]=1 |f:2.3|. Procedure details: To a solution of methyl (1R,2R)-2-amino-1-fluorocyclopentanecarboxylate (0.47 g, 2.4 mmol, 1 eq) in CH2Cl2 (10 mL) was added 4-benzyloxy-benzenesulfonyl chloride followed by saturated sodium bicarbonate (10 mL). The reaction was stirred overnight, and then taken up in ethyl acetate. The organics were washed with brine, dried over MgSO4, filtered and concentrated. The residue was purified using silica chromatography eluting with 30% ethyl acetate/hexanes to afford methyl (1R,2R)-2-({[4-(benzyloxy... The reactants are C(C)(C)NC(C)C (diisopropylamine), C(CCC)[Li] (n-butyllithium), CCCCCC (hexane), BrCC1=CC=C(C=C1)C1=CC=C(C=C1)CBr (4,4'-bis(bromomethyl)biphenyl), C(C(C)C)#N (isobutyronitrile). The solvent is C1CCOC1 (THF), C1CCOC1 (THF). Conditions: time 8 hour. Yields the product CC(CC1=CC=C(C=C1)C1=CC=C(C=C1)CC(C)(C)C#N)(C)C#N (4,4'-bis(2-methyl-2-cyanopropyl)biphenyl). As a reaction SMILES: [CH:1]([NH:4]C(C)C)(C)C.[CH2:8]([Li])[CH2:9][CH2:10][CH3:11].[C:13](#[N:17])[CH:14]([CH3:16])[CH3:15].BrCC1[CH:25]=[CH:24][C:23]([C:26]2[CH:31]=[CH:30][C:29]([CH2:32]Br)=[CH:28][CH:27]=2)=[CH:22][CH:21]=1.[CH3:34]CCCCC>C1COCC1>[CH3:11][C:10]([C:1]#[N:4])([CH3:34])[CH2:9][C:8]1[CH:21]=[CH:22][C:23]([C:26]2[CH:27]=[CH:28][C:29]([CH2:32][C:14]([C:13]#[N:17])([CH3:16])[CH3:15])=[CH:30][CH:31]=2)=[CH:24][CH:25]=1. Reported procedure: In a 500-ml flask, equipped as described in Example 4, was placed 250 ml of anhydrous THF and 7.00 ml of diisopropylamine (via syringe). The flask was cooled in a dry ice bath and, with stirring, 21.0 ml of 2.4 molar n-butyllithium in hexane was added via a syringe. The mixture was stirred for 1 hour and then 3.42 g of freshly distilled isobutyronitrile in 20 ml of THF was added in 20 minutes. After an additional hour of stirring, 8.50 g of 4,4'-bis(bromomethyl)biphenyl was added all at once. St... Reactants: FC1(CCC(CC1)C1=C(C(=NC=2CC(CC(C12)OCC1=CC=C(C=C1)OC)(C)C)C1CCN(CC1)C1=NC=C(C=N1)COC(C)C)C(C1=CC=C(C=C1)C(F)(F)F)F)F (4-(4,4-Difluorocyclohexyl)-3-{fluoro[4-(trifluoromethyl)phenyl]methyl}-5-[(4-methoxybenzyl)oxy]-7,7-dimethyl-2-(1-{5-[(propan-2-yloxy)methyl]pyrimidin-2-yl}piperidin-4-yl)-5,6,7,8-tetrahydroquinoline), FC1(CCC(CC1)C1=C(C(=NC=2CC(CC(C12)OCC1=CC=C(C=C1)OC)(C)C)C1CCN(CC1)C1=NC=C(C=N1)COCC)C(C1=CC=C(C=C1)C(F)(F)F)F)F (4-(4,4-Difluorocyclohexyl)-2-{1-[5-(ethoxymethyl)pyrimidin-2-yl]piperidin-4-yl}-3-{fluoro[4-(trifluoromethyl)phenyl]methyl}-5-[(4-methoxybenzyl)oxy]-7,7-dimethyl-5,6,7,8-tetrahydroquinoline). The product is FC1(CCC(CC1)C1=C(C(=NC=2CC(CC(C12)O)(C)C)C1CCN(CC1)C1=NC=C(C=N1)COC(C)C)C(C1=CC=C(C=C1)C(F)(F)F)F)F ((−)-4-(4,4-difluorocyclohexyl)-3-{fluoro[4-(trifluoromethyl)phenyl]methyl}-7,7-dimethyl-2-(1-{5-[(propan-2-yloxy)methyl]pyrimidine-2-yl}piperidin-4-yl)-5,6,7,8-tetrahydroquinoline-5-ol). Yield: 67.7%. RXN SMILES: [F:1][C:2]1([F:59])[CH2:7][CH2:6][CH:5]([C:8]2[C:17]3[CH:16]([O:18]CC4C=CC(OC)=CC=4)[CH2:15][C:14]([CH3:29])([CH3:28])[CH2:13][C:12]=3[N:11]=[C:10]([CH:30]3[CH2:35][CH2:34][N:33]([C:36]4[N:41]=[CH:40][C:39]([CH2:42][O:43][CH:44]([CH3:46])[CH3:45])=[CH:38][N:37]=4)[CH2:32][CH2:31]3)[C:9]=2[CH:47]([F:58])[C:48]2[CH:53]=[CH:52][C:51]([C:54]([F:57])([F:56])[F:55])=[CH:50][CH:49]=2)[CH2:4][CH2:3]1.FC1(F)CCC(C2C3C(OCC4C=CC(OC)=CC=4)CC(C)(C)CC=3N=C(C3CCN(C4N=CC(COCC)=CN=4)CC3)C=2C(F)C2C=CC(C(F)(F)F)=CC=2)CC1>>[F:59][C:2]1([F:1])[CH2:3][CH2:4][CH:5]([C:8]2[C:17]3[CH:16]([OH:18])[CH2:15][C:14]([CH3:29])([CH3:28])[CH2:13][C:12]=3[N:11]=[C:10]([CH:30]3[CH2:35][CH2:34][N:33]([C:36]4[N:41]=[CH:40][C:39]([CH2:42][O:43][CH:44]([CH3:45])[CH3:46])=[CH:38][N:37]=4)[CH2:32][CH2:31]3)[C:9]=2[CH:47]([F:58])[C:48]2[CH:49]=[CH:50][C:51]([C:54]([F:55])([F:57])[F:56])=[CH:52][CH:53]=2)[CH2:6][CH2:7]1. Procedure: Reactions similar to those of Example 26 were performed except for using 54 mg (0.065 mmol) of 4-(4,4-Difluorocyclohexyl)-3-{fluoro[4-(trifluoromethyl)phenyl]methyl}-5-[(4-methoxybenzyl)oxy]-7,7-dimethyl-2-(1-{5-[(propan-2-yloxy)methyl]pyrimidin-2-yl}piperidin-4-yl)-5,6,7,8-tetrahydroquinoline, which was prepared by a method similar to that of Reference Example 23 instead of 4-(4,4-Difluorocyclohexyl)-2-{1-[5-(ethoxymethyl)pyrimidin-2-yl]piperidin-4-yl}-3-{fluoro[4-(trifluoromethyl)phenyl]methyl... Conditions: temperature 20 celsius. Product: Cl.C(C1=CC=CC=C1)N1CCC(CC1)C(=O)N1CC2=C(CC1)C1=C(O2)C=CC=C1 (2-[(1-Benzyl-4-piperidyl)carbonyl]-1,2,3,4-tetrahydrobenzofuro[2,3-c]pyridine hydrochloride). Solvent: ClCCl (dichloromethane), O (water). RXN SMILES: [CH2:1]([N:8]1[CH2:13][CH2:12][CH:11]([C:14]([OH:16])=O)[CH2:10][CH2:9]1)[C:2]1[CH:7]=[CH:6][CH:5]=[CH:4][CH:3]=1.S(Cl)([Cl:19])=O.CN(C)C1C=CC=CC=1.[CH2:30]1[C:35]2[O:36][C:37]3[CH:42]=[CH:41][CH:40]=[CH:39][C:38]=3[C:34]=2[CH2:33][CH2:32][NH:31]1>ClCCl.O>[ClH:19].[CH2:1]([N:8]1[CH2:9][CH2:10][CH:11]([C:14]([N:31]2[CH2:32][CH2:33][C:34]3[C:38]4[CH:39]=[CH:40][CH:41]=[CH:42][C:37]=4[O:36][C:35]=3[CH2:30]2)=[O:16])[CH2:12][CH2:13]1)[C:2]1[CH:3]=[CH:4][CH:5]=[CH:6][CH:7]=1 |f:6.7|. Reactants: C(C1=CC=CC=C1)N1CCC(CC1)C(=O)O (1-benzyl-4-piperidinecarboxylic acid), S(=O)(Cl)Cl (thionyl chloride), CN(C1=CC=CC=C1)C (N,N-dimethylaniline), C1NCCC2=C1OC1=C2C=CC=C1 (1,2,3,4-tetrahydrobenzofuro[2,3-c]pyridine). Reported procedure: 4.4 g (20 mmol) of 1-benzyl-4-piperidinecarboxylic acid are added to 12 ml (165 mmol) of thionyl chloride, and the mixture is stirred under an inert atmosphere. Stirring is maintained for 16 h at 20° C., and the excess thionyl chloride is then evaporated off under reduced pressure. The residue is taken up with 25 ml of toluene and the mixture again evaporated under reduced pressure. The solid residue is dissolved in dichloromethane, and 5.7 ml (45 mmol) of N,N-dimethylaniline and 3.4 g (20 mmol)... Starting materials: C(C)(=O)N1CCN(CC1)C=1C=CC(=NC1)NC(CC=1C=NC(=C(C1)F)Cl)=O (N-(5-(4-acetylpiperazin-1-yl)pyridin-2-yl)-2-(6-chloro-5-fluoropyridin-3-yl)acetamide), CC1=NC=CC(=C1)B1OC(C(O1)(C)C)(C)C (2-methyl-4-(4,4,5,5-tetramethyl-1,3,2-dioxaborolan-2-yl)pyridine), C(=O)([O-])[O-].[Na+].[Na+] (Na2CO3), C1(=CC=CC=C1)C (Toluene). Reagents/catalysts: C=1C=CC(=CC1)[P](C=2C=CC=CC2)(C=3C=CC=CC3)[Pd]([P](C=4C=CC=CC4)(C=5C=CC=CC5)C=6C=CC=CC6)([P](C=7C=CC=CC7)(C=8C=CC=CC8)C=9C=CC=CC9)[P](C=1C=CC=CC1)(C=1C=CC=CC1)C=1C=CC=CC1 (Pd(PPh3)4). Run in C(C)O (ethanol), O (H2O). Conditions: temperature 100 celsius, time 8 hour. Yields the product C(C)(=O)N1CCN(CC1)C=1C=CC(=NC1)NC(CC=1C=C(C(=NC1)C1=CC(=NC=C1)C)F)=O (N-(5-(4-acetylpiperazin-1-yl)pyridin-2-yl)-2-(3-fluoro-2′-methyl-2,4′-bipyridin-5-yl)acetamide). Reaction SMILES: [C:1]([N:4]1[CH2:9][CH2:8][N:7]([C:10]2[CH:11]=[CH:12][C:13]([NH:16][C:17](=[O:27])[CH2:18][C:19]3[CH:20]=[N:21][C:22](Cl)=[C:23]([F:25])[CH:24]=3)=[N:14][CH:15]=2)[CH2:6][CH2:5]1)(=[O:3])[CH3:2].[CH3:28][C:29]1[CH:34]=[C:33](B2OC(C)(C)C(C)(C)O2)[CH:32]=[CH:31][N:30]=1.C([O-])([O-])=O.[Na+].[Na+].C1(C)C=CC=CC=1>C1C=CC([P]([Pd]([P](C2C=CC=CC=2)(C2C=CC=CC=2)C2C=CC=CC=2)([P](C2C=CC=CC=2)(C2C=CC=CC=2)C2C=CC=CC=2)[P](C2C=CC=CC=2)(C2C=CC=CC=2)C2C=CC=CC=2)(C2C=CC=CC=2)C2C=CC=CC=2)=CC=1.C(O)C.O>[C:1]([N:4]1[CH2:9][CH2:8][N:7]([C:10]2[CH:11]=[CH:12][C:13]([NH:16][C:17](=[O:27])[CH2:18][C:19]3[CH:24]=[C:23]([F:25])[C:22]([C:33]4[CH:32]=[CH:31][N:30]=[C:29]([CH3:28])[CH:34]=4)=[N:21][CH:20]=3)=[N:14][CH:15]=2)[CH2:6][CH2:5]1)(=[O:3])[CH3:2] |f:2.3.4,^1:60,62,81,100|. Reported procedure: To a sealed tube were added N-(5-(4-acetylpiperazin-1-yl)pyridin-2-yl)-2-(6-chloro-5-fluoropyridin-3-yl)acetamide 190-5 (59 mg, 0.15 mmol), 2-methyl-4-(4,4,5,5-tetramethyl-1,3,2-dioxaborolan-2-yl)pyridine 183-2 (49 mg, 0.23 mmol), Pd(PPh3)4 (9 mg, 0.08 mmol), Na2CO3 (79 mg, 0.75 mmol), Toluene (0.8 mL), H2O (0.8 mL) and ethanol (0.2 mL). The reaction mixture was stirred at 100° C. overnight. After cooling to room temperature, the solvents were removed by rotary evaporation. The crude product was...